Dataset: the Open Reaction Database (ORD), a public repository of structured organic reaction records. Task: describe an organic reaction: reactants, conditions, products, and yield Starting materials: FC(C1=CC=C(C=C1)CN)(F)F ((4-(trifluoromethyl)phenyl)methanamine), CC=1C=CC(=CC1)CN (p-tolylmethanamine), C(C1=CC=CC=C1)(=O)NC=1C=C(C(=O)O)C=CN1 (2-benzamidoisonicotinic acid). The product is C(C1=CC=CC=C1)(=O)NC=1C=C(C(=O)NCC2=CC=C(C=C2)C)C=CN1 (2-benzamido-N-(4-methylbenzyl)-isonicotinamide). Isolated yield 35.0%. As a reaction SMILES: F[C:2](F)(F)[C:3]1[CH:8]=[CH:7][C:6]([CH2:9][NH2:10])=[CH:5][CH:4]=1.CC1C=CC(CN)=CC=1.[C:22]([NH:30][C:31]1[CH:32]=[C:33]([CH:37]=[CH:38][N:39]=1)[C:34](O)=[O:35])(=[O:29])[C:23]1[CH:28]=[CH:27][CH:26]=[CH:25][CH:24]=1>>[C:22]([NH:30][C:31]1[CH:32]=[C:33]([CH:37]=[CH:38][N:39]=1)[C:34]([NH:10][CH2:9][C:6]1[CH:7]=[CH:8][C:3]([CH3:2])=[CH:4][CH:5]=1)=[O:35])(=[O:29])[C:23]1[CH:24]=[CH:25][CH:26]=[CH:27][CH:28]=1. Procedure details: Following the procedure as described in Example 1, making variations as required to replace (4-(trifluoromethyl)phenyl)methanamine with p-tolylmethanamine to react with 2-benzamidoisonicotinic acid, 2-benzamido-N-(4-methylbenzyl)-isonicotinamide was obtained as a colorless solid in 35% yield: mp 135-138° C. (dichloromethane/hexanes); 1H NMR (300 MHz, DMSO-d6) δ 11.02 (s, 1H), 9.33-9.30 (m, 1H), 8.60-8.51 (m, 2H), 8.06-8.03 (m, 2H), 7.63-7.50 (m, 4H), 6.25-7.03 (m, 4H), 4.45 (d, J=6.0 Hz, 2H), 2.... Starting materials: COC(=O)CBr, O=C([O-])[O-], CC(C)=O, [K+], [K+], O=C(OCc1ccccc1)c1ccc(O)cc1. Yields the product COC(=O)COc1ccc(C(=O)OCc2ccccc2)cc1. Reaction SMILES: [Br:18][CH2:19][C:20](=[O:21])[O:22][CH3:23].[C:24](=[O:25])([O-:26])[O-:27].[CH3:30][C:31](=[O:32])[CH3:33].[K+:28].[K+:29].[OH:1][c:2]1[cH:3][cH:4][c:5]([C:6](=[O:7])[O:8][CH2:9][c:10]2[cH:11][cH:12][cH:13][cH:14][cH:15]2)[cH:16][cH:17]1>>[O:1]([c:2]1[cH:3][cH:4][c:5]([C:6](=[O:7])[O:8][CH2:9][c:10]2[cH:11][cH:12][cH:13][cH:14][cH:15]2)[cH:16][cH:17]1)[CH2:19][C:20](=[O:21])[O:22][CH3:23]. Starting materials: CS(=O)(=O)O.OCCCN1C(NC2=C1C=CC(=C2)C)=O (1,3-dihydro-1-(3-hydroxypropyl)-5-methyl-2H-benzimidazol-2-one methanesulfonate), C1(=CC=CC=C1)N1CNC(C12CCNCC2)=O (1-phenyl-1,3,8-triazaspiro[4,5]decan-4-one), C([O-])([O-])=O.[Na+].[Na+] (sodium carbonate). Run in CN(C=O)C (N,N-dimethylformamide). Conditions: temperature 60 celsius, time 1 hour. The product is 8-[3-(1,3-dihydro-5-methyl-2-oxo-2H-benzimidazol-1-yl)propyl]-1-phenyl, CCCC(CCCCCC)=O (decan-4-one). Isolated yield 24.0%. RXN SMILES: CS(O)(=O)=O.OCCCN1[C:14]2[CH:15]=[CH:16][C:17]([CH3:19])=[CH:18][C:13]=2NC1=O.[C:21]1(N2C3(CCNCC3)C(=O)NC2)[CH:26]=CC=C[CH:22]=1.C(=O)([O-])[O-:39].[Na+].[Na+]>CN(C)C=O>[CH3:22][CH2:21][CH2:26][C:18](=[O:39])[CH2:13][CH2:14][CH2:15][CH2:16][CH2:17][CH3:19] |f:0.1,3.4.5|. Procedure details: A mixture of 5.68 parts of 1,3-dihydro-1-(3-hydroxypropyl)-5-methyl-2H-benzimidazol-2-one methanesulfonate, 4.62 parts of 1-phenyl-1,3,8-triazaspiro[4,5]decan-4-one, 3.7 parts of sodium carbonate and 45 parts of N,N-dimethylformamide is stirred for 1 hour at 60° C. The reaction mixture is cooled and poured onto water. The precipitated product is filtered off and purified by column-chromatography over silica gel using a mixture of trichloromethane and 10% of methanol as eluent. The pure fractions... Reaction SMILES: [OH:1][C:2]1[CH:3]=[C:4]([C:18](=[O:20])[CH3:19])[CH:5]=[CH:6][C:7]=1[O:8][CH2:9][C:10]1[C:15]([F:16])=[CH:14][CH:13]=[CH:12][C:11]=1[F:17].Br[CH2:22][C:23]([O:25][CH2:26][CH3:27])=[O:24].C([O-])([O-])=O.[K+].[K+]>CC(C)=O>[C:18]([C:4]1[CH:5]=[CH:6][C:7]([O:8][CH2:9][C:10]2[C:11]([F:17])=[CH:12][CH:13]=[CH:14][C:15]=2[F:16])=[C:2]([CH:3]=1)[O:1][CH2:22][C:23]([O:25][CH2:26][CH3:27])=[O:24])(=[O:20])[CH3:19] |f:2.3.4|. Product: C(C)(=O)C=1C=CC(=C(OCC(=O)OCC)C1)OCC1=C(C=CC=C1F)F (ethyl [5-acetyl-2-(2,6-difluorobenzyloxy)-phenoxy]-acetate). Procedure: A mixture of 3′-hydroxy-4′-(2,6-difluorobenzyloxy)-acetophenone (15.0 g, 53.96 mmol), ethyl bromoacetate (7.2 mL, 64.75 mmo), and K2CO3 (14.9 g, 107.92 mmol) in acetone (350 mL) is refluxed 18 hours. After cooling, the mixture is filtered, and the filtrate is concentrated in vacuo. Recrystallizaton from EtOAc yields ethyl [5-acetyl-2-(2,6-difluorobenzyloxy)-phenoxy]-acetate. The solvent is CC(=O)C (acetone). Reactants: OC=1C=C(C=CC1OCC1=C(C=CC=C1F)F)C(C)=O (3′-hydroxy-4′-(2,6-difluorobenzyloxy)-acetophenone), BrCC(=O)OCC (ethyl bromoacetate), C(=O)([O-])[O-].[K+].[K+] (K2CO3). Starting materials: C(#N)CC(=O)OCC (Ethyl cyanoacetate), [Na] (Sodium), O=C(C)C=C(C)C (mesityl oxide). The solvent is C(C)O (ethanol). Yields the product C(#N)C1C(CC(CC1(C)C)=O)=O (4-cyano-5,5-dimethyl-1,3-cyclohexanedione). The yield is 58.9%. RXN SMILES: [Na].[C:2]([CH2:4][C:5]([O:7]CC)=O)#[N:3].[O:10]=[C:11]([CH:13]=[C:14]([CH3:16])[CH3:15])[CH3:12]>C(O)C>[C:2]([CH:4]1[C:14]([CH3:16])([CH3:15])[CH2:13][C:11](=[O:10])[CH2:12][C:5]1=[O:7])#[N:3] |^1:0|. Procedure details: Sodium metal (11.5 g, 0.5 mol) was dissolved in dry ethanol (225 ml) at ambient temperature (20° C.). Ethyl cyanoacetate (60 g, 0.53 mol) was added dropwise with stirring at ambient temperature. To the resulting solution was added dropwise, with stirring, mesityl oxide, and the mixture was heated under reflux for 4 hours. After cooling, the mixture was extracted with diethyl ether to remove any unreacted starting material and acidified with 2M aqueous hydrochloric acid. The brown oil which separ...